Dataset: the Open Reaction Database (ORD), a public repository of structured organic reaction records. Task: describe an organic reaction: reactants, conditions, products, and yield Starting materials: CCN=C=NCCCN(C)C.Cl (EDC hydrochloride), C=1C=CC2=C(C1)N=NN2O (HOBT), CCN(C(C)C)C(C)C (DIPEA), N1=C(C=CC=C1)CN (pyridin-2-yl-methanamine), FC1=CC=C(C=C1)CCCSC1=C(C(=O)O)C=CC=N1 (2-(3-(4-fluorophenyl)-propylthio)nicotinic acid). Solvent: CCCCCC.CC(OCC)=O (hexane EA), C(Cl)Cl (DCM). Reaction conditions: time 4 hour. The product is FC1=CC=C(C=C1)CCCSC1=NC=CC=C1C(=O)NCC1=NC=CC=C1 (2-[3-(4-fluorophenyl)-propylsulfanyl]-N-(pyridin-2-yl-methyl)-pyridine-3-carboxylic acid amide). The yield is 46.0%. RXN SMILES: CCN=C=NCCCN(C)C.Cl.C1C=CC2N(O)N=NC=2C=1.CCN(C(C)C)C(C)C.[N:32]1[CH:37]=[CH:36][CH:35]=[CH:34][C:33]=1[CH2:38][NH2:39].[F:40][C:41]1[CH:46]=[CH:45][C:44]([CH2:47][CH2:48][CH2:49][S:50][C:51]2[N:59]=[CH:58][CH:57]=[CH:56][C:52]=2[C:53](O)=[O:54])=[CH:43][CH:42]=1>C(Cl)Cl.CCCCCC.CC(=O)OCC>[F:40][C:41]1[CH:46]=[CH:45][C:44]([CH2:47][CH2:48][CH2:49][S:50][C:51]2[C:52]([C:53]([NH:39][CH2:38][C:33]3[CH:34]=[CH:35][CH:36]=[CH:37][N:32]=3)=[O:54])=[CH:56][CH:57]=[CH:58][N:59]=2)=[CH:43][CH:42]=1 |f:0.1,7.8|. Procedure: 520 mg (2.74 mmol) of EDC hydrochloride, 250 mg (1.64 mmol) of HOBT, 0.9 ml (5.48 mmol) of DIPEA and 180 mg (1.64 mmol) of pyridin-2-yl-methanamine were added in succession to a solution of 400 mg (1.37 mmol) of 2-(3-(4-fluorophenyl)-propylthio)nicotinic acid in DCM (6 ml), and the mixture was stirred for 4 h at RT. Dilution with water (40 ml) and extraction with DCM (3×50 ml) were then carried out. The combined organic phases were washed with a sat. NH4Cl sol. and water, dried over Na2SO4, filt...